Dataset: the Open Reaction Database (ORD), a public repository of structured organic reaction records. Task: describe an organic reaction: reactants, conditions, products, and yield The reactants are [Si](C)(C)(C)C=[N+]=[N-] (TMS-diazomethane), C(C(=O)Cl)(=O)Cl (Oxalyl chloride), BrC1=C(C(=O)O)C=CC(=C1)C (2-bromo-4-methylbenzoic acid), C(=O)(O)[O-].[Na+] (NaHCO3). Solvent: C1CCOC1 (THF), CN(C)C=O (DMF), CCOC(=O)C (EtOAc). Run at time 30 minute. Yields the product BrC1=C(C=CC(=C1)C)C(C=[N+]=[N-])=O (1-(2-Bromo-4-methylphenyl)-2-diazoethanone), oil. Yield: 74.0%. As a reaction SMILES: C(Cl)(=O)C(Cl)=O.[Br:7][C:8]1[CH:16]=[C:15]([CH3:17])[CH:14]=[CH:13][C:9]=1[C:10]([OH:12])=O.[Si]([CH:22]=[N+:23]=[N-:24])(C)(C)C.C([O-])(O)=O.[Na+]>C1COCC1.CCOC(C)=O.CN(C=O)C>[Br:7][C:8]1[CH:16]=[C:15]([CH3:17])[CH:14]=[CH:13][C:9]=1[C:10](=[O:12])[CH:22]=[N+:23]=[N-:24] |f:3.4|. Procedure: Oxalyl chloride (0.891 mL, 10.2 mmol) was slowly added to a solution of 2-bromo-4-methylbenzoic acid (813 mg, 3.78 mmol) and DMF (0.16 mL) in THF (35 mL) under nitrogen. The resulting mixture was stirred at room temperature for 30 minutes, then the volatiles were removed in vacuo and the residue azeotroped with toluene (2×20 mL). The resulting residue was taken up in anhydrous acetonitrile (40 mL) and chilled to 0° C. under a nitrogen atmosphere. A solution of TMS-diazomethane (2.0 M in Et2O; 4.... Run at time 1 hour. Procedure details: Hydrazine hydrate (0.361 mL) was added to a stirred solution of methyl ({4-[trans-4-(2-methoxy-2-oxoethyl)cyclohexyl]phenyl}amino)(oxo)acetate (2260 mg) in EtOH (50 mL). The mixture was stirred for 1 hour. The precipitate was filtered off, washed with Et2O, and dried under vacuum overnight to give the title compound (Intermediate 43, 1845 mg) as a solid; 1H NMR δ 10.44 (1H, s), 10.20 (1H, s), 7.70 (2H, d), 7.21 (2H, d), 4.60 (2H, s), 3.60 (3H, s), 2.42 (1H, m), 1.79 (5H, m), 1.45 (2H, m), 1.11 (... RXN SMILES: O.[NH2:2][NH2:3].[CH3:4][O:5][C:6](=[O:27])[CH2:7][C@H:8]1[CH2:13][CH2:12][C@H:11]([C:14]2[CH:19]=[CH:18][C:17]([NH:20][C:21](=[O:26])[C:22](OC)=[O:23])=[CH:16][CH:15]=2)[CH2:10][CH2:9]1>CCO>[NH:2]([C:22](=[O:23])[C:21]([NH:20][C:17]1[CH:18]=[CH:19][C:14]([C@H:11]2[CH2:12][CH2:13][C@H:8]([CH2:7][C:6]([O:5][CH3:4])=[O:27])[CH2:9][CH2:10]2)=[CH:15][CH:16]=1)=[O:26])[NH2:3] |f:0.1|. Product: N(N)C(C(=O)NC1=CC=C(C=C1)[C@@H]1CC[C@H](CC1)CC(=O)OC)=O (methyl [trans-4-(4-{[hydrazino(oxo)acetyl]amino}phenyl)cyclohexyl]acetate). The reactants are O.NN (Hydrazine hydrate), COC(C[C@@H]1CC[C@H](CC1)C1=CC=C(C=C1)NC(C(=O)OC)=O)=O (methyl ({4-[trans-4-(2-methoxy-2-oxoethyl)cyclohexyl]phenyl}amino)(oxo)acetate). Solvent: CCO (EtOH). Reactants: CC(CC)(C)C1=CC=C(N)C=C1 (4-(1,1-dimethylpropyl)aniline), C(C)(=O)OC(C)=O (acetic anhydride). Solvent: C1CCOC1 (THF). Reaction conditions: time 8 hour. Product: CC(CC)(C)C1=CC=C(C=C1)NC(C)=O (N-[4-(1,1-Dimethylpropyl)phenyl]acetamide). Isolated yield 76.0%. Reaction SMILES: [CH3:1][C:2]([C:6]1[CH:12]=[CH:11][C:9]([NH2:10])=[CH:8][CH:7]=1)([CH3:5])[CH2:3][CH3:4].[C:13](OC(=O)C)(=[O:15])[CH3:14]>C1COCC1>[CH3:5][C:2]([C:6]1[CH:7]=[CH:8][C:9]([NH:10][C:13](=[O:15])[CH3:14])=[CH:11][CH:12]=1)([CH3:1])[CH2:3][CH3:4]. Reported procedure: To a stirred solution of 4-(1,1-dimethylpropyl)aniline (Preparation 100, 12.5 g, 0.076 mol) in THF (100 mL) was added acetic anhydride slowly at 0° C. The reaction was stirred at room temperature for 8 hours. The reaction was extracted with EtOAc, washed with brine, dried over Na2SO4 and concentrated in vacuo to afford the title compound (12 g, 76%). Starting materials: CC(C)(C)C1(c2ccc(CCC3(C4CCCC4)CC(=O)CC(=O)O3)cc2)OCCO1, CC(C)=O. Yields the product CC(C)(C)C(=O)c1ccc(CCC2(C3CCCC3)CC(=O)CC(=O)O2)cc1. RXN SMILES: [C:1]([CH3:2])([CH3:3])([CH3:4])[C:5]1([c:10]2[cH:11][cH:12][c:13]([CH2:16][CH2:17][C:18]3([CH:26]4[CH2:27][CH2:28][CH2:29][CH2:30]4)[CH2:19][C:20](=[O:25])[CH2:21][C:22](=[O:24])[O:23]3)[cH:14][cH:15]2)[O:6][CH2:9][CH2:8][O:7]1.[CH3:31][C:32](=[O:33])[CH3:34]>>[C:1]([CH3:2])([CH3:3])([CH3:4])[C:5](=[O:6])[c:10]1[cH:11][cH:12][c:13]([CH2:16][CH2:17][C:18]2([CH:26]3[CH2:27][CH2:28][CH2:29][CH2:30]3)[CH2:19][C:20](=[O:25])[CH2:21][C:22](=[O:24])[O:23]2)[cH:14][cH:15]1. The reactants are C(C)OC(=O)C1(CC1)C1=CC=C(C=C1)C1=CC=C(C=C1)C1=C(C(=NO1)C)CCC(=O)O (1-{4′-[4-(2-carboxy-ethyl)-3-methyl-isoxazol-5-yl]-biphenyl-4-yl}-cyclopropanecarboxylic acid ethyl ester), C1(CC1)N (cyclopropylamine). Product: C(C)OC(=O)C1(CC1)C1=CC=C(C=C1)C1=CC=C(C=C1)C1=C(C(=NO1)C)CCC(NC1CC1)=O (1-{4′-[4-(2-Cyclopropylcarbamoyl-ethyl)-3-methyl-isoxazol-5-yl]-biphenyl-4-yl}-cyclopropanecarboxylic acid ethyl ester). As a reaction SMILES: [CH2:1]([O:3][C:4]([C:6]1([C:9]2[CH:14]=[CH:13][C:12]([C:15]3[CH:20]=[CH:19][C:18]([C:21]4[O:25][N:24]=[C:23]([CH3:26])[C:22]=4[CH2:27][CH2:28][C:29](O)=[O:30])=[CH:17][CH:16]=3)=[CH:11][CH:10]=2)[CH2:8][CH2:7]1)=[O:5])[CH3:2].[CH:32]1([NH2:35])[CH2:34][CH2:33]1>>[CH2:1]([O:3][C:4]([C:6]1([C:9]2[CH:10]=[CH:11][C:12]([C:15]3[CH:16]=[CH:17][C:18]([C:21]4[O:25][N:24]=[C:23]([CH3:26])[C:22]=4[CH2:27][CH2:28][C:29](=[O:30])[NH:35][CH:32]4[CH2:34][CH2:33]4)=[CH:19][CH:20]=3)=[CH:13][CH:14]=2)[CH2:8][CH2:7]1)=[O:5])[CH3:2]. Procedure details: Prepared according to the procedure described in Example 33, Step 4, using 1-{4′-[4-(2-carboxy-ethyl)-3-methyl-isoxazol-5-yl]-biphenyl-4-yl}-cyclopropanecarboxylic acid ethyl ester and cyclopropylamine. Starting materials: CN1CCNCC1 (1-methylpiperazine), ClC=1C=CC(=C(C1)C1=NN(C=C1NC(=O)C=1C=NN2C1N=CC=C2)C\C=C\CN2CCOCC2)OC(F)F (N-[3-[5-chloro-2-(difluoromethoxy)phenyl]-1-[(2E)-4-(morpholin-4-yl)but-2-en-1-yl]-1H-pyrazol-4-yl]pyrazolo[1,5-a]pyrimidine-3-carboxamide). Product: ClC=1C=CC(=C(C1)C1=NN(C=C1NC(=O)C=1C=NN2C1N=CC=C2)C\C=C\CN2CCN(CC2)C)OC(F)F (N-[3-[5-chloro-2-(difluoromethoxy)phenyl]-1-[(2E)-4-(4-methylpiperazin-1-yl)but-2-en-1-yl]-1H-pyrazol-4-yl]pyrazolo[1,5-a]pyrimidine-3-carboxamide). Reaction SMILES: [Cl:1][C:2]1[CH:3]=[CH:4][C:5]([O:35][CH:36]([F:38])[F:37])=[C:6]([C:8]2[C:12]([NH:13][C:14]([C:16]3[CH:17]=[N:18][N:19]4[CH:24]=[CH:23][CH:22]=[N:21][C:20]=34)=[O:15])=[CH:11][N:10]([CH2:25]/[CH:26]=[CH:27]/[CH2:28][N:29]3[CH2:34][CH2:33]O[CH2:31][CH2:30]3)[N:9]=2)[CH:7]=1.[CH3:39][N:40]1CCNCC1>>[Cl:1][C:2]1[CH:3]=[CH:4][C:5]([O:35][CH:36]([F:38])[F:37])=[C:6]([C:8]2[C:12]([NH:13][C:14]([C:16]3[CH:17]=[N:18][N:19]4[CH:24]=[CH:23][CH:22]=[N:21][C:20]=34)=[O:15])=[CH:11][N:10]([CH2:25]/[CH:26]=[CH:27]/[CH2:28][N:29]3[CH2:30][CH2:31][N:40]([CH3:39])[CH2:33][CH2:34]3)[N:9]=2)[CH:7]=1. Reported procedure: Using synthetic method analoguous to that of N-[3-[5-chloro-2-(difluoromethoxy)phenyl]-1-[(2E)-4-(morpholin-4-yl)but-2-en-1-yl]-1H-pyrazol-4-yl]pyrazolo[1,5-a]pyrimidine-3-carboxamide, the title compound was prepared from 1-methylpiperazine. LCMS (Method 23) [M+H]+=557.1, RT=1.76 min. 1H NMR (400 MHz, DMSO-d6) δ: (ppm) 9.74 (s, 1H), 9.34 (d, 1H, J=5.2 Hz), 8.68-8.66 (m, 2H), 8.31 (s, 1H), 7.62 (d, 1H, J=8.8 Hz), 7.58 (d, 1H, J=2.4 Hz), 7.47 (d, 1H, J=8.8 Hz), 7.28 (dd, 1H, J=4.0, 6.8 Hz), 7.06 (... The reactants are CC(C)(C)C1(c2c[nH]c3ncc(Br)nc23)OCCO1, [Li]CCCC, CCOC(C)=O, CC=O, [Cl-], [H-], [NH4+], [Na+], C1CCOC1, O. The product is CC(O)c1cnc2[nH]cc(C3(C(C)(C)C)OCCO3)c2n1. Reaction SMILES: [Br:1][c:2]1[n:3][c:4]2[c:5]([n:6][cH:7]1)[nH:8][cH:9][c:10]2[C:11]1([C:16]([CH3:17])([CH3:18])[CH3:19])[O:12][CH2:13][CH2:14][O:15]1.[CH2:22]([Li:23])[CH2:24][CH2:25][CH3:26].[CH3:37][CH2:38][O:39][C:40](=[O:41])[CH3:42].[CH:27]([CH3:28])=[O:29].[Cl-:30].[H-:20].[NH4+:31].[Na+:21].[O:32]1[CH2:33][CH2:34][CH2:35][CH2:36]1.[OH2:43]>>[c:2]1([CH:27]([CH3:28])[OH:29])[n:3][c:4]2[c:5]([n:6][cH:7]1)[nH:8][cH:9][c:10]2[C:11]1([C:16]([CH3:17])([CH3:18])[CH3:19])[O:12][CH2:13][CH2:14][O:15]1. The product is COc1ccc(-c2ccc(S(=O)(=O)Cn3cccc(O)c3=O)s2)cc1. RXN SMILES: [Br:19][c:20]1[s:21][c:22]([S:23]([CH2:24][n:29]2[c:30](=[O:36])[c:31]([OH:35])[cH:32][cH:33][cH:34]2)(=[O:25])=[O:26])[cH:27][cH:28]1.[CH3:37][O:38][c:39]1[cH:40][cH:41][c:42]([B:43]([OH:44])[OH:45])[cH:46][cH:47]1.[Cl:1][CH2:2][S:3](=[O:4])(=[O:5])[c:6]1[s:7][c:8](-[c:11]2[cH:12][cH:13][c:14]([O:17][CH3:18])[cH:15][cH:16]2)[cH:9][cH:10]1>>[CH2:2]([S:3](=[O:4])(=[O:5])[c:6]1[s:7][c:8](-[c:11]2[cH:12][cH:13][c:14]([O:17][CH3:18])[cH:15][cH:16]2)[cH:9][cH:10]1)[n:29]1[c:30](=[O:36])[c:31]([OH:35])[cH:32][cH:33][cH:34]1. Reactants: O=c1c(O)cccn1CS(=O)(=O)c1ccc(Br)s1, COc1ccc(B(O)O)cc1, COc1ccc(-c2ccc(S(=O)(=O)CCl)s2)cc1. The reactants are C(CCC)OC(=O)C=1N=C(C2=CC=CC=C2C1OCC1=CC=CC=C1)Br (4-Benzyloxy-1-bromo-isoquinoline-3-carboxylic acid butyl ester), CC(CB(O)O)C (2-methylpropylboronic acid), C(=O)([O-])[O-].[K+].[K+] (K2CO3). The reagents and catalysts are C=1C=CC(=CC1)[P](C=2C=CC=CC2)(C=3C=CC=CC3)[Pd]([P](C=4C=CC=CC4)(C=5C=CC=CC5)C=6C=CC=CC6)([P](C=7C=CC=CC7)(C=8C=CC=CC8)C=9C=CC=CC9)[P](C=1C=CC=CC1)(C=1C=CC=CC1)C=1C=CC=CC1 (Pd(PPh3)4). Run in O1CCOCC1 (1,4-dioxane). Conditions: time 48 hour. Product: C(CCC)OC(=O)C=1N=C(C2=CC=CC=C2C1OCC1=CC=CC=C1)CC(C)C (4-Benzyloxy-1-isobutyl-isoquinoline-3-carboxylic acid butyl ester). Reaction SMILES: [CH2:1]([O:5][C:6]([C:8]1[N:9]=[C:10](Br)[C:11]2[C:16]([C:17]=1[O:18][CH2:19][C:20]1[CH:25]=[CH:24][CH:23]=[CH:22][CH:21]=1)=[CH:15][CH:14]=[CH:13][CH:12]=2)=[O:7])[CH2:2][CH2:3][CH3:4].[CH3:27][CH:28]([CH3:33])[CH2:29]B(O)O.C([O-])([O-])=O.[K+].[K+]>C1C=CC([P]([Pd]([P](C2C=CC=CC=2)(C2C=CC=CC=2)C2C=CC=CC=2)([P](C2C=CC=CC=2)(C2C=CC=CC=2)C2C=CC=CC=2)[P](C2C=CC=CC=2)(C2C=CC=CC=2)C2C=CC=CC=2)(C2C=CC=CC=2)C2C=CC=CC=2)=CC=1.O1CCOCC1>[CH2:1]([O:5][C:6]([C:8]1[N:9]=[C:10]([CH2:27][CH:28]([CH3:33])[CH3:29])[C:11]2[C:16]([C:17]=1[O:18][CH2:19][C:20]1[CH:25]=[CH:24][CH:23]=[CH:22][CH:21]=1)=[CH:15][CH:14]=[CH:13][CH:12]=2)=[O:7])[CH2:2][CH2:3][CH3:4] |f:2.3.4,^1:43,45,64,83|. Reported procedure: A mixture of 4-Benzyloxy-1-bromo-isoquinoline-3-carboxylic acid butyl ester (207 mg, 0.5 mmol, see example D-86 a), Pd(PPh3)4 (58 mg, 0.05 mmol), 2-methylpropylboronic acid (78 mg, 0.75 mmol), K2CO3 (207 mg, 1.5 mmol), and 1,4-dioxane (4 ml) was refluxed with stirring for 48 h. Subsequently, the mixture was concentrated in vacuo. To the residue was added water (5 ml) and the mixture was extracted with EtOAc (2×20 ml). The organic phase was dried over MgSO4 and evaporated in vacuo. Purification o... Reactants: COC=1C=C(C=CC1OC)C1CNCC2=CC=C(C=C12)C (4-(3,4-dimethoxyphenyl)-6-methyl-1,2,3,4-tetrahydroisoquinoline), Br (hydrobromic acid). The product is Br.OC=1C=C(C=CC1O)C1CNCC2=CC=C(C=C12)C (4-(3,4-dihydroxyphenyl)-6-methyl-1,2,3,4-tetrahydroisoquinoline hydrobromide). RXN SMILES: C[O:2][C:3]1[CH:4]=[C:5]([CH:11]2[C:20]3[C:15](=[CH:16][CH:17]=[C:18]([CH3:21])[CH:19]=3)[CH2:14][NH:13][CH2:12]2)[CH:6]=[CH:7][C:8]=1[O:9]C.[BrH:22]>>[BrH:22].[OH:2][C:3]1[CH:4]=[C:5]([CH:11]2[C:20]3[C:15](=[CH:16][CH:17]=[C:18]([CH3:21])[CH:19]=3)[CH2:14][NH:13][CH2:12]2)[CH:6]=[CH:7][C:8]=1[OH:9] |f:2.3|. Procedure details: To 450 mg of 4-(3,4-dimethoxyphenyl)-6-methyl-1,2,3,4-tetrahydroisoquinoline, was added 9 ml of 48% hydrobromic acid, and the mixture was heated under reflux under an argon gas stream for 3 hours. The reaction solution was cooled, and the crystals which separated out were collected by filtration, giving 390 mg of 4-(3,4-dihydroxyphenyl)-6-methyl-1,2,3,4-tetrahydroisoquinoline hydrobromide.